From a dataset of the Open Reaction Database (ORD), a public repository of structured organic reaction records. describe an organic reaction: reactants, conditions, products, and yield Reactants: O (Water), C(#N)C=1C=C2C=CNC2=CC1 (5-Cyanoindole), C(C1=CC=CC=C1)Cl (Benzyl chloride), [H-].[Na+] (Sodium hydride). Run in CN(C=O)C (N,N-dimethylformamide). Reaction conditions: time 30 minute. The product is C(C1=CC=CC=C1)N1C=CC2=CC(=CC=C12)C#N (1-benzyl-1H-indole-5-carbonitrile). Isolated yield 98.4%. As a reaction SMILES: [C:1]([C:3]1[CH:4]=[C:5]2[C:9](=[CH:10][CH:11]=1)[NH:8][CH:7]=[CH:6]2)#[N:2].[H-].[Na+].[CH2:14](Cl)[C:15]1[CH:20]=[CH:19][CH:18]=[CH:17][CH:16]=1.O>CN(C)C=O>[CH2:14]([N:8]1[C:9]2[C:5](=[CH:4][C:3]([C:1]#[N:2])=[CH:11][CH:10]=2)[CH:6]=[CH:7]1)[C:15]1[CH:20]=[CH:19][CH:18]=[CH:17][CH:16]=1 |f:1.2|. Procedure details: 5-Cyanoindole (1.0 g, 7.0 mmol) was dissolved in N,N-dimethylformamide (14 mL) and cooled in an ice-water bath. Sodium hydride (0.31 g, 60%, 7.8 mmol) was added, and the resulting suspension was stirred for 30 min. Benzyl chloride (0.85 mL, 0.94 g, 7.4 mmol) was added, and the cooling was discontinued. The stirring was continued for 65 hours at room temperature. Water (150 mL) was added, and the mixture was extracted with ethyl acetate (3×25 mL). The combined organic phases were washed with brin... Starting materials: COC1=C2CC3C(O3)CC2=CC=C1 (1a,2,7,7a-tetrahydro-3-methoxynaphth[2,3-b]oxirane), S(O)(O)(=O)=O (sulphuric acid), C(Cl)Cl (methylene chloride), [N-]=[N+]=[N-].[Na+] (sodium azide). Solvent: CS(=O)C (dimethyl sulphoxide), CS(=O)C (DMSO), CS(=O)C (DMSO), CS(=O)C (DMSO). Reaction conditions: time 15 hour. The product is N(=[N+]=[N-])[C@H]1[C@@H](CC2=CC=CC(=C2C1)OC)O (Trans-3-azido-1,2,3,4-tetrahydro-5-methoxy-2-naphthalinol), N(=[N+]=[N-])[C@H]1[C@@H](CC2=C(C=CC=C2C1)OC)O (trans-3-azido-1,2,3,4-tetrahydro-8-methoxy-2-naphthalinol). As a reaction SMILES: [CH3:1][O:2][C:3]1[CH:13]=[CH:12][CH:11]=[C:10]2[C:4]=1[CH2:5][CH:6]1[O:8][CH:7]1[CH2:9]2.[N-:14]=[N+:15]=[N-:16].[Na+].S(=O)(=O)(O)O.C(Cl)Cl>CS(C)=O>[N:14]([C@@H:6]1[CH2:5][C:4]2[C:10](=[CH:11][CH:12]=[CH:13][C:3]=2[O:2][CH3:1])[CH2:9][C@H:7]1[OH:8])=[N+:15]=[N-:16].[N:14]([C@@H:7]1[CH2:9][C:10]2[C:4](=[C:3]([O:2][CH3:1])[CH:13]=[CH:12][CH:11]=2)[CH2:5][C@H:6]1[OH:8])=[N+:15]=[N-:16] |f:1.2|. Procedure details: 30.0 g (0.170M) of 1a,2,7,7a-tetrahydro-3-methoxynaphth[2,3-b]oxirane are dissolved in dimethyl sulphoxide. Furthermore, 90.0 g (1.384M) of sodium azide are suspended in DMSO and 19.5 g (0.200M) of concentrated sulphuric acid are dissolved in DMSO. The total quantity of DMSO is 1000 ml. The solutions and supensions are combined. Stirring subsequently takes place for 15 hours at 60°. 1500 ml of methylene chloride are then added to the reaction mixture. A suspension is obtained, which is filtered ... Reactants: N1=C(C=CC=C1)[Mg]Br (pyridin-2-ylmagnesium bromide), LaCl3-2LiCl, S1C2=C(C=C1CC=1C(=NC3=CC=C(C=C3C1Cl)C(=O)C1=CN=CN1C)OC)C=CC=C2 ((3-(benzo[b]thiophen-2-ylmethyl)-4-chloro-2-methoxyquinolin-6-yl)(1-methyl-1H-imidazol-5-yl)methanone), S1C2=C(C=C1CC=1C(=NC3=CC=C(C=C3C1Cl)C(=O)C1=CN=CN1C)OC)C=CC=C2 ((3-(benzo[b]thiophen-2-ylmethyl)-4-chloro-2-methoxyquinolin-6-yl)(1-methyl-1H-imidazol-5-yl)methanone). The solvent is C1CCOC1 (THF). Conditions: time 5 minute. Yields the product S1C2=C(C=C1CC=1C(=NC3=CC=C(C=C3C1Cl)C(O)(C1=NC=CC=C1)C1=CN=CN1C)OC)C=CC=C2 ((3-(Benzo[b]thiophen-2-ylmethyl)-4-chloro-2-methoxyquinolin-6-yl)(1-methyl-1H-imidazol-5-yl)(pyridin-2-yl)methanol). RXN SMILES: [S:1]1[C:5]([CH2:6][C:7]2[C:8]([O:26][CH3:27])=[N:9][C:10]3[C:15]([C:16]=2[Cl:17])=[CH:14][C:13]([C:18]([C:20]2[N:24]([CH3:25])[CH:23]=[N:22][CH:21]=2)=[O:19])=[CH:12][CH:11]=3)=[CH:4][C:3]2[CH:28]=[CH:29][CH:30]=[CH:31][C:2]1=2.[N:32]1[CH:37]=[CH:36][CH:35]=[CH:34][C:33]=1[Mg]Br>C1COCC1>[S:1]1[C:5]([CH2:6][C:7]2[C:8]([O:26][CH3:27])=[N:9][C:10]3[C:15]([C:16]=2[Cl:17])=[CH:14][C:13]([C:18]([C:20]2[N:24]([CH3:25])[CH:23]=[N:22][CH:21]=2)([C:33]2[CH:34]=[CH:35][CH:36]=[CH:37][N:32]=2)[OH:19])=[CH:12][CH:11]=3)=[CH:4][C:3]2[CH:28]=[CH:29][CH:30]=[CH:31][C:2]1=2. Procedure: LaCl3-2LiCl (0.6 M in THF, 0.78 mL, 0.47 mmol) was added dropwise by syringe to a solution of (3-(benzo[b]thiophen-2-ylmethyl)-4-chloro-2-methoxyquinolin-6-yl)(1-methyl-1H-imidazol-5-yl)methanone (101.4 mg, 0.226 mmol, Intermediate 40: step b) in dry THF (2 mL). After 5 minutes, the solution was cooled in an ice bath and pyridin-2-ylmagnesium bromide (2.8 mL, 0.7 mmol) was added dropwise via syringe. The reaction was stirred for 3 hours, then quenched with saturated aqueous ammonium chloride and...